This data is from the Open Reaction Database (ORD), a public repository of structured organic reaction records. The task is: describe an organic reaction: reactants, conditions, products, and yield RXN SMILES: [NH2:1][C:2]([CH3:35])([CH3:34])[C:3]([N:5]1[CH2:10][CH2:9][CH:8]([C:11]2[CH:16]=[C:15]([CH3:17])[C:14]([NH:18][C:19]3[N:24]=[C:23]([NH:25][C:26]4[CH:30]=[C:29]([CH3:31])[NH:28][N:27]=4)[C:22]([Cl:32])=[CH:21][N:20]=3)=[CH:13][C:12]=2[CH3:33])[CH2:7][CH2:6]1)=[O:4].C([O-])([O-])=O.[K+].[K+].[CH2:42](I)[CH3:43].[NH4+].[Cl-]>CC(C)=O>[Cl:32][C:22]1[C:23]([NH:25][C:26]2[CH:30]=[C:29]([CH3:31])[NH:28][N:27]=2)=[N:24][C:19]([NH:18][C:14]2[C:15]([CH3:17])=[CH:16][C:11]([CH:8]3[CH2:7][CH2:6][N:5]([C:3](=[O:4])[C:2]([NH:1][CH2:42][CH3:43])([CH3:35])[CH3:34])[CH2:10][CH2:9]3)=[C:12]([CH3:33])[CH:13]=2)=[N:20][CH:21]=1 |f:1.2.3,5.6|. Solvent: CC(=O)C (acetone). Conditions: time 14 hour. Reported procedure: To a solution of 2-amino-1-(4-(4-(5-chloro-4-(5-methyl-1H-pyrazol-3-ylamino)pyrimidin-2-ylamino)-2,5-dimethylphenyl)piperidin-1-yl)-2-methylpropan-1-one (6 mg, 0.012 mmol) in acetone (0.5 mL) was added K2CO3 (11 mg, 0.079 mmol). The mixture was stirred at room temperature for 10 min. before the addition of EtI (6 mg, 0.038 mmol). The resulting mixture was then stirred at room temperature for 14 h before it was treated with saturated aqueous NH4Cl (1 mL) and extracted with EtOAc (3×2 mL). The org... The reactants are NC(C(=O)N1CCC(CC1)C1=C(C=C(C(=C1)C)NC1=NC=C(C(=N1)NC1=NNC(=C1)C)Cl)C)(C)C (2-amino-1-(4-(4-(5-chloro-4-(5-methyl-1H-pyrazol-3-ylamino)pyrimidin-2-ylamino)-2,5-dimethylphenyl)piperidin-1-yl)-2-methylpropan-1-one), C(=O)([O-])[O-].[K+].[K+] (K2CO3), [NH4+].[Cl-] (NH4Cl), C(C)I (EtI). Yields the product ClC=1C(=NC(=NC1)NC1=CC(=C(C=C1C)C1CCN(CC1)C(C(C)(C)NCC)=O)C)NC1=NNC(=C1)C (1-(4-(4-(5-chloro-4-(5-methyl-1H-pyrazol-3-ylamino)pyrimidin-2-ylamino)-2,5-dimethylphenyl)piperidin-1-yl)-2-(ethylamino)-2-methylpropan-1-one). The reactants are ClC1=CC(=C(C#N)C=C1)NC(=O)OCC (4-chloro-2-(ethoxycarbonylamino)benzonitrile), BrCC(=O)C1=CC(=CC=C1)OC (2-bromo-3′-methoxyacetophenone). Yields the product NC1=C(N(C2=CC(=CC=C12)Cl)C(=O)OCC)C(C1=CC(=CC=C1)OC)=O (3-Amino-6-chloro-1-ethoxycarbonyl-2-(3-methoxybenzoyl)indole). As a reaction SMILES: [Cl:1][C:2]1[CH:9]=[CH:8][C:5]([C:6]#[N:7])=[C:4]([NH:10][C:11]([O:13][CH2:14][CH3:15])=[O:12])[CH:3]=1.Br[CH2:17][C:18]([C:20]1[CH:25]=[CH:24][CH:23]=[C:22]([O:26][CH3:27])[CH:21]=1)=[O:19]>>[NH2:7][C:6]1[C:5]2[C:4](=[CH:3][C:2]([Cl:1])=[CH:9][CH:8]=2)[N:10]([C:11]([O:13][CH2:14][CH3:15])=[O:12])[C:17]=1[C:18](=[O:19])[C:20]1[CH:25]=[CH:24][CH:23]=[C:22]([O:26][CH3:27])[CH:21]=1. Procedure: The title compound was prepared according to the procedure described in step 2 of Example 1 from 4-chloro-2-(ethoxycarbonylamino)benzonitrile (Example 1, step 1) and 2-bromo-3′-methoxyacetophenone. 1H-NMR (CDCl3) δ: 8.25 (1H, d, J=1.5 Hz), 7.53 (1H, d, J=8.4 Hz), 7.36-7.26 (4H, m), 7.05-7.01 (1H, m), 5.78 (2H, s), 3.84 (3H, s), 3.78 (2H, q, J=7.0 Hz), 0.89 (3H, t, J=7.0 Hz). Starting materials: F[B-](F)(F)F.C(C1=CC=CC=C1)(=O)[N+]12CCN(CC1)CC2 (1-benzoyl-4-aza-1-azoniabicyclo[2.2.2]octane tetrafiuoroborate), B(F)(F)F (boron trifluoride), FF (fluorine). The solvent is C(C)#N (acetonitrile). The product is F[B-](F)(F)F.F[B-](F)(F)F.C(C1=CC=CC=C1)(=O)[N+]12CC[N+](CC1)(CC2)F (1-benzoyl-4-fluoro-1,4-diazoniabicyclo[2.2.2]octane bis(tetrafluoroborate)). As a reaction SMILES: [F:1][B-:2]([F:5])([F:4])[F:3].[C:6]([N+:14]12[CH2:21][CH2:20][N:17]([CH2:18][CH2:19]1)[CH2:16][CH2:15]2)(=[O:13])[C:7]1[CH:12]=[CH:11][CH:10]=[CH:9][CH:8]=1.B(F)(F)[F:23].FF>C(#N)C>[F:1][B-:2]([F:5])([F:4])[F:3].[F:1][B-:2]([F:5])([F:4])[F:3].[C:6]([N+:14]12[CH2:15][CH2:16][N+:17]([F:23])([CH2:18][CH2:19]1)[CH2:20][CH2:21]2)(=[O:13])[C:7]1[CH:12]=[CH:11][CH:10]=[CH:9][CH:8]=1 |f:0.1,5.6.7|. Procedure: A solution of 1-benzoyl-4-aza-1-azoniabicyclo[2.2.2]octane tetrafiuoroborate (32 g, 10 mmole) and boron trifluoride gas (6.7 g, 10 mmole) in acetonitrile (125 mL) was cooled to 8° C. and treated with a mixture of fluorine in nitrogen (10 % V/V, 12 mmole). The reaction was evaporated, the remaining solid washed with DME and dried to afford 1-benzoyl-4-fluoro-1,4-diazoniabicyclo[2.2.2]octane bis(tetrafluoroborate).